This data is from the Open Reaction Database (ORD), a public repository of structured organic reaction records. The task is: describe an organic reaction: reactants, conditions, products, and yield The reactants are Cc1ncc(C2OCCO2)cc1Cl, ClCCl, [Na+], [Na+], O=C([O-])O, [OH-], O=C(OO)c1cccc(Cl)c1. Product: Cc1c(Cl)cc(C2OCCO2)c[n+]1[O-]. Reaction SMILES: [Cl:12][c:13]1[c:14]([CH3:24])[n:15][cH:16][c:17]([CH:19]2[O:20][CH2:21][CH2:22][O:23]2)[cH:18]1.[Cl:32][CH2:33][Cl:34].[Na+:29].[Na+:31].[O-:25][C:26]([OH:27])=[O:28].[OH-:30].[OH:1][O:2][C:3]([c:4]1[cH:5][c:6]([Cl:7])[cH:8][cH:9][cH:10]1)=[O:11]>>[O-:1][n+:15]1[c:14]([CH3:24])[c:13]([Cl:12])[cH:18][c:17]([CH:19]2[O:20][CH2:21][CH2:22][O:23]2)[cH:16]1. Reactants: C(C1=CC=CC=C1)OC(=O)NC(C(C)CC)C(=O)O (N-benzyloxycarbonyl-DL-isoleucine), NC=1SC=NN1 (2-amino-1,3,4-thiadiazole). Yields the product C(C1=CC=CC=C1)OC(=O)NC(C(C)CC)C(=O)NC=1SC=NN1 (2-(N-benzyloxycarbonyl-DL-isoleucylamino)-1,3,4-thiadiazole). Isolated yield 56.6%. Reaction SMILES: [CH2:1]([O:8][C:9]([NH:11][CH:12]([C:17]([OH:19])=O)[CH:13]([CH2:15][CH3:16])[CH3:14])=[O:10])[C:2]1[CH:7]=[CH:6][CH:5]=[CH:4][CH:3]=1.[NH2:20][C:21]1[S:22][CH:23]=[N:24][N:25]=1>>[CH2:1]([O:8][C:9]([NH:11][CH:12]([C:17]([NH:20][C:21]1[S:22][CH:23]=[N:24][N:25]=1)=[O:19])[CH:13]([CH2:15][CH3:16])[CH3:14])=[O:10])[C:2]1[CH:7]=[CH:6][CH:5]=[CH:4][CH:3]=1. Procedure details: 26.5 g of N-benzyloxycarbonyl-DL-isoleucine and 10 g of 2-amino-1,3,4-thiadiazole were reacted in the same manner as in Example 3(i) to obtain 19.5 g (yield: 56%) of 2-(N-benzyloxycarbonyl-DL-isoleucylamino)-1,3,4-thiadiazole as white crystals having a melting point of 149° C. Reactants: CC(=O)OCC1=C(N2[C@@H]([C@@H](C2=O)N)SC1)C(=O)O ((7R)-7-aminocephalosporanic acid), N,O-bis-(trimethylsilyl)acetamide. The solvent is CN(C=O)C (N,N-dimethylformamide). Reaction conditions: temperature 20 celsius, time 2 hour. Yields the product O=C1CC2SCC=C(N12)C(=O)O (8-oxo-5-thia-1azabicyclo[4.2.0]oct-2-ene-2-carboxylic acid). RXN SMILES: CC(OC[C:6]1[CH2:15][S:14][C@@H:9]2[C@H:10](N)[C:11](=[O:12])[N:8]2[C:7]=1[C:16]([OH:18])=[O:17])=O>CN(C)C=O>[O:12]=[C:11]1[N:8]2[CH:9]([S:14][CH2:15][CH:6]=[C:7]2[C:16]([OH:18])=[O:17])[CH2:10]1. Procedure details: In a second flask, 64 mg of (7R)-7-aminocephalosporanic acid and 124 mg of N,O-bis-(trimethylsilyl)acetamide in 1 ml of N,N-dimethylformamide were stirred at 20° C. for 20 minutes. A clear solution was obtained which was added at 0° C. to the solution in the first flask. The reaction mixture was stirred at 0° C. for 1 hour and at 20° C. for 2 hours. The precipitate was filtered off under suction and the filtrate was partitioned between 2% aqueous sodium hydrogen carbon solution and ethyl acetate...